This data is from the Open Reaction Database (ORD), a public repository of structured organic reaction records. The task is: describe an organic reaction: reactants, conditions, products, and yield The reactants are C(C)(C)(C)OC(=O)N1CC(C1)N1CC(C1)(F)F (3,3-difluoro-[1,3′]biazetidinyl-1′-carboxylic acid tert-butyl ester). Run in C(Cl)Cl.C(=O)(C(F)(F)F)O (DCM TFA). Conditions: time 3 hour. Product: FC1(CN(C1)C1CNC1)F (3,3-Difluoro-[1,3′]biazetidinyl). The yield is 36.5%. RXN SMILES: C(OC([N:8]1[CH2:11][CH:10]([N:12]2[CH2:15][C:14]([F:17])([F:16])[CH2:13]2)[CH2:9]1)=O)(C)(C)C>C(Cl)Cl.C(O)(C(F)(F)F)=O>[F:16][C:14]1([F:17])[CH2:15][N:12]([CH:10]2[CH2:11][NH:8][CH2:9]2)[CH2:13]1 |f:1.2|. Procedure details: A 10 mL round-bottomed flask was charged with a solution of 3,3-difluoro-[1,3′]biazetidinyl-1′-carboxylic acid tert-butyl ester (0.15 g, 0.61 mmol) in DCM/TFA (3 mL/3 mL). The reaction mixture was stirred for 3 h at room temperature. The reaction mixture was loaded onto an Isolute® SCX-2 cartridge. The cartridge was washed with MeOH and the desired product was eluted using 2 M NH3 in MeOH to give 3,3-Difluoro-[1,3′]biazetidinyl as a colourless oil (0.033 g, 37%). 1H NMR (300 MHz, CDCl3): δ 3.73-... Reactants: C(N)(OCC=1N(C(=C(N1)C(C)C)SC1=CC(=CC(=C1)Cl)Cl)CC1=CC=NC=C1)=O (5-(3,5-dichlorophenylthio)-4-isopropyl-1-(4-pyridylmethyl)-1H-imidazol-2-ylmethyl carbamate), N1CCOCC1 (morpholine), C=O (paraformaldehyde). Run in C(C)(=O)OCC (ethyl acetate). Product: O1CCN(CC1)CNC(OCC=1N(C(=C(N1)C(C)C)SC1=CC(=CC(=C1)Cl)Cl)CC1=CC=NC=C1)=O (5-(3,5-Dichlorophenylthio)-4-isopropyl-1-(4-pyridylmethyl)-1H-imidazol-2-ylmethyl morpholinomethylcarbamate). Isolated yield 68.8%. Reaction SMILES: [C:1](=[O:29])([O:3][CH2:4][C:5]1[N:6]([CH2:22][C:23]2[CH:28]=[CH:27][N:26]=[CH:25][CH:24]=2)[C:7]([S:13][C:14]2[CH:19]=[C:18]([Cl:20])[CH:17]=[C:16]([Cl:21])[CH:15]=2)=[C:8]([CH:10]([CH3:12])[CH3:11])[N:9]=1)[NH2:2].[NH:30]1[CH2:35][CH2:34][O:33][CH2:32][CH2:31]1.[CH2:36]=O>C(OCC)(=O)C>[O:33]1[CH2:34][CH2:35][N:30]([CH2:36][NH:2][C:1](=[O:29])[O:3][CH2:4][C:5]2[N:6]([CH2:22][C:23]3[CH:28]=[CH:27][N:26]=[CH:25][CH:24]=3)[C:7]([S:13][C:14]3[CH:15]=[C:16]([Cl:21])[CH:17]=[C:18]([Cl:20])[CH:19]=3)=[C:8]([CH:10]([CH3:12])[CH3:11])[N:9]=2)[CH2:31][CH2:32]1. Reported procedure: A suspension of the compound 111 (306 mg, 0.7 mmol), morpholine (61.0 mg, 0.7 mmol) and paraformaldehyde (22.0 mg, 0.733 mmol) in ethyl acetate (4 mL) was heated under reflux in an atmosphere of nitrogen for 3 days. After cooling down at room temperature, the residue was purified by chromatography on a silica gel column (eluate: ethyl acetate - methanol (5:1)) to give the compound 113 (265 mg, 69%). Rf 0.63 (5:1 EtOAc-CH3OH). 1H-NMR (CDCl3): δH1.30 (6 H, d, J 6.9 Hz, (CH3)2CH), 2.44 (4H, m, N(CH...